describe an organic reaction: reactants, conditions, products, and yield From a dataset of the Open Reaction Database (ORD), a public repository of structured organic reaction records. Reactants: COC=1C=CC2=C(CCN(C(N2)=O)C2CCNCC2)C1 (7-methoxy-3-piperidin-4-yl-1,3,4,5-tetrahydro-1,3-benzodiazepin-2-one), ClC1=CC(=NC=N1)NC1=CC2=C(NC(=N2)C)C(=C1)C ((6-chloro-pyrimidin-4-yl)-(2,7-dimethyl-1H-benzimidazol-5-yl)-amine), CCN(C(C)C)C(C)C (DIPEA). Run in CN(C)C=O (DMF), CN(C)C=O (DMF). The product is CC1=NC2=C(N1)C(=CC(=C2)NC2=CC(=NC=N2)N2CCC(CC2)N2C(NC1=C(CC2)C=C(C=C1)OC)=O)C (3-{1-[6-(2,7-dimethyl-1H-benzimidazol-5-ylamino)-pyrimidin-4-yl]-piperidin-4-yl}-7-methoxy-1,3,4,5-tetrahydro-benzo[d][1,3]diazepin-2-one). Reaction SMILES: [CH3:1][O:2][C:3]1[CH:4]=[CH:5][C:6]2[NH:12][C:11](=[O:13])[N:10]([CH:14]3[CH2:19][CH2:18][NH:17][CH2:16][CH2:15]3)[CH2:9][CH2:8][C:7]=2[CH:20]=1.Cl[C:22]1[N:27]=[CH:26][N:25]=[C:24]([NH:28][C:29]2[CH:38]=[C:37]([CH3:39])[C:32]3[NH:33][C:34]([CH3:36])=[N:35][C:31]=3[CH:30]=2)[CH:23]=1.CCN(C(C)C)C(C)C>CN(C=O)C>[CH3:36][C:34]1[NH:33][C:32]2[C:37]([CH3:39])=[CH:38][C:29]([NH:28][C:24]3[N:25]=[CH:26][N:27]=[C:22]([N:17]4[CH2:18][CH2:19][CH:14]([N:10]5[CH2:9][CH2:8][C:7]6[CH:20]=[C:3]([O:2][CH3:1])[CH:4]=[CH:5][C:6]=6[NH:12][C:11]5=[O:13])[CH2:15][CH2:16]4)[CH:23]=3)=[CH:30][C:31]=2[N:35]=1. Reported procedure: 265 mg (0.962 mmol) 7-methoxy-3-piperidin-4-yl-1,3,4,5-tetrahydro-1,3-benzodiazepin-2-one, 250 mg (0.913 mmol) (6-chloro-pyrimidin-4-yl)-(2,7-dimethyl-1H-benzimidazol-5-yl)-amine and 1.00 mL (5.81 mmol) DIPEA were refluxed in 1.5 mL DMF. After the reaction had ended the reaction mixture was diluted with some DMF and microfiltered. The filtrate was purified by preparative HPLC. The product-containing fractions were combined and freeze-dried. Starting materials: [BH4-], C1CCOC1, CCO, CC12CCC3c4ccc(O)cc4CCC3C1CC(=Cc1ccccc1)C2=O, [Na+]. The product is CC12CCC3c4ccc(O)cc4CCC3C1CC(=Cc1ccccc1)C2O. RXN SMILES: [BH4-:28].[CH2:33]1[O:34][CH2:35][CH2:36][CH2:37]1.[CH3:30][CH2:31][OH:32].[CH:1]([c:2]1[cH:3][cH:4][cH:5][cH:6][cH:7]1)=[C:8]1[CH2:9][CH:10]2[CH:11]3[CH2:12][CH2:13][c:14]4[cH:15][c:16]([OH:27])[cH:17][cH:18][c:19]4[CH:20]3[CH2:21][CH2:22][C:23]2([CH3:26])[C:24]1=[O:25].[Na+:29]>>[CH:1]([c:2]1[cH:3][cH:4][cH:5][cH:6][cH:7]1)=[C:8]1[CH2:9][CH:10]2[CH:11]3[CH2:12][CH2:13][c:14]4[cH:15][c:16]([OH:27])[cH:17][cH:18][c:19]4[CH:20]3[CH2:21][CH2:22][C:23]2([CH3:26])[CH:24]1[OH:25]. Reactants: C(C)(C)N(C(CCl)=O)CC(OCC)OCC (N-Isopropyl-N-(2,2-diethoxyethyl)-α-chloroacetamide), C([O-])([O-])=O.[Na+].[Na+] (sodium carbonate), propandiol-1,3, C=1(C(=CC=CC1)S(=O)(=O)O)C (toluenesulfonic acid). Solvent: C(C)O (ethanol). Product: C(C)(C)N(C(CCl)=O)CC1OCCCO1 (N-isopropyl-N-(1,3-dioxan-2-ylmethyl)-α-chloroacetamide). As a reaction SMILES: [CH:1]([N:4]([CH2:9][CH:10]([O:14][CH2:15][CH3:16])[O:11][CH2:12]C)[C:5](=[O:8])[CH2:6][Cl:7])([CH3:3])[CH3:2].C1(C)C(S(O)(=O)=O)=CC=CC=1.C(=O)([O-])[O-].[Na+].[Na+]>C(O)C>[CH:1]([N:4]([CH2:9][CH:10]1[O:11][CH2:12][CH2:16][CH2:15][O:14]1)[C:5](=[O:8])[CH2:6][Cl:7])([CH3:2])[CH3:3] |f:2.3.4|. Procedure details: N-Isopropyl-N-(2,2-diethoxyethyl)-α-chloroacetamide (10 grams), propandiol-1,3 (2.9 ml) and trace amounts of toluenesulfonic acid were charged into a glass reaction vessel equipped with a mechanical stirrer, thermometer and reflux condenser. The reaction mixture was heated until no more ethanol was given off. After this time sodium carbonate (1 gram) was added to the mixture with stirring and the resulting mixture was distilled to yield the desired product N-isopropyl-N-(1,3-dioxan-2-ylmethyl)-α... Reactants: Cl (HCl), FC(C=1C=C(C=C(C1)C(F)(F)F)[C@@H]1[C@@H](N(C(O1)=O)CC=1C(=NC=CN1)C=1C=C(C=CC1F)C1=C(C=C(C=C1)C(=O)OC)C)C)(F)F (Methyl 3′-[3-({(4S,5R)-5-[3,5-bis(trifluoromethyl)phenyl]-4-methyl-2-oxo-1,3-oxazolidin-3-yl}methyl)pyrazin-2-yl]4′-fluoro-2-methylbiphenyl-4-carboxylate), O.[OH-].[Li+] (lithium hydroxide monohydrate), O (water). Solvent: O1CCOCC1 (1,4-dioxane). The product is FC(C=1C=C(C=C(C1)C(F)(F)F)[C@@H]1[C@@H](N(C(O1)=O)CC=1C(=NC=CN1)C=1C=C(C=CC1F)C1=C(C=C(C=C1)C(=O)O)C)C)(F)F (3′-[3-({(4S,5R)-5-[3,5-Bis(trifluoromethyl)phenyl]-4-methyl-2-oxo-1,3-oxazolidin-3-yl}methyl)pyrazin-2-yl]-4′-fluoro-2-methylbiphenyl-4-carboxylic acid). As a reaction SMILES: [F:1][C:2]([F:46])([F:45])[C:3]1[CH:4]=[C:5]([C@H:13]2[O:17][C:16](=[O:18])[N:15]([CH2:19][C:20]3[C:21]([C:26]4[CH:27]=[C:28]([C:33]5[CH:38]=[CH:37][C:36]([C:39]([O:41]C)=[O:40])=[CH:35][C:34]=5[CH3:43])[CH:29]=[CH:30][C:31]=4[F:32])=[N:22][CH:23]=[CH:24][N:25]=3)[C@H:14]2[CH3:44])[CH:6]=[C:7]([C:9]([F:12])([F:11])[F:10])[CH:8]=1.O.[OH-].[Li+].O.Cl>O1CCOCC1>[F:11][C:9]([F:10])([F:12])[C:7]1[CH:6]=[C:5]([C@H:13]2[O:17][C:16](=[O:18])[N:15]([CH2:19][C:20]3[C:21]([C:26]4[CH:27]=[C:28]([C:33]5[CH:38]=[CH:37][C:36]([C:39]([OH:41])=[O:40])=[CH:35][C:34]=5[CH3:43])[CH:29]=[CH:30][C:31]=4[F:32])=[N:22][CH:23]=[CH:24][N:25]=3)[C@H:14]2[CH3:44])[CH:4]=[C:3]([C:2]([F:1])([F:46])[F:45])[CH:8]=1 |f:1.2.3|. Reported procedure: Methyl 3′-[3-({(4S,5R)-5-[3,5-bis(trifluoromethyl)phenyl]-4-methyl-2-oxo-1,3-oxazolidin-3-yl}methyl)pyrazin-2-yl]-4′-fluoro-2-methylbiphenyl-4-carboxylate (Step F, 16 mg, 0.025 mmol) and lithium hydroxide monohydrate (5.18 mg, 0.124 mmol) were stirred in 1,4-dioxane (0.914 mL)/water (0.571 mL) at room temperature for 2 days. Crude mixture was acidified with HCl (1N) and purified by preparative HPLC (Kromasil 100-5C18, 100×21.1 mm) eluting with MeCN/water+0.1% TFA (10% to 100% organic in 10 min, ...